From a dataset of the Open Reaction Database (ORD), a public repository of structured organic reaction records. describe an organic reaction: reactants, conditions, products, and yield Starting materials: C(C)(C)(C)O[K] (tBuOK), CN(C)CC[C@H](C=1SC=CC1)OC1=CC=CC2=CC=CC=C12 ((R)-N,N-dimethyl-3-(naphthyloxy)-3-(2-thienyl)propylamine). Isolated yield 84.4%. Reaction conditions: temperature 110 celsius. Run in CS(=O)C (DMSO). The product is CNCCC(C=1SC=CC1)OC1=CC=CC2=CC=CC=C12 ((RS)-N-methyl-3-(naphthyloxy)-3-(2-thienyl)propylamine). Procedure: tBuOK (16.8 g) is added to a solution of (R)-N,N-dimethyl-3-(naphthyloxy)-3-(2-thienyl)propylamine (31 g) in DMSO (100 ml), bubbled with a moderate stream of nitrogen, and the mixture is stirred and heated at 110° C. for 2 hours. After cooling down to lab temperature, the mixture is diluted with water (300 ml) and the racemic product is extracted with toluene. After evaporation, 25 g (84%) of (RS)-N-methyl-3-(naphthyloxy)-3-(2-thienyl)propylamine is obtained. Reaction SMILES: C(O[K])(C)(C)C.[CH3:7][N:8]([CH2:10][CH2:11][C@@H:12]([O:18][C:19]1[C:28]2[C:23](=[CH:24][CH:25]=[CH:26][CH:27]=2)[CH:22]=[CH:21][CH:20]=1)[C:13]1[S:14][CH:15]=[CH:16][CH:17]=1)C>CS(C)=O>[CH3:7][NH:8][CH2:10][CH2:11][CH:12]([O:18][C:19]1[C:28]2[C:23](=[CH:24][CH:25]=[CH:26][CH:27]=2)[CH:22]=[CH:21][CH:20]=1)[C:13]1[S:14][CH:15]=[CH:16][CH:17]=1. Reactants: O.[OH-].[Li+] (lithium hydroxide monohydrate), C(C)C1=CC=C(C=C1)NC1=NN=C(O1)C(=O)NC1=CC=C(C=C1)[C@@H]1CC[C@H](CC1)CC(=O)OC (methyl (trans-4-{4-[({5-[(4-ethylphenyl)amino]-1,3,4-oxadiazol-2-yl}carbonyl)amino]phenyl}cyclohexyl)acetate), Cl (HCl). Run in O (water), C1CCOC1 (THF), CO (MeOH), O (water). Run at time 24 hour. Product: C(C)C1=CC=C(C=C1)NC1=NN=C(O1)C(=O)NC1=CC=C(C=C1)[C@@H]1CC[C@H](CC1)CC(=O)O ((trans-4-{4-[({5-[(4-Ethylphenyl)amino]-1,3,4-oxadiazol-2-yl}carbonyl)amino]phenyl}cyclohexyl)acetic acid). Isolated yield 70.9%. Reaction SMILES: O.[OH-].[Li+].[CH2:4]([C:6]1[CH:11]=[CH:10][C:9]([NH:12][C:13]2[O:17][C:16]([C:18]([NH:20][C:21]3[CH:26]=[CH:25][C:24]([C@H:27]4[CH2:32][CH2:31][C@H:30]([CH2:33][C:34]([O:36]C)=[O:35])[CH2:29][CH2:28]4)=[CH:23][CH:22]=3)=[O:19])=[N:15][N:14]=2)=[CH:8][CH:7]=1)[CH3:5].Cl>O.C1COCC1.CO>[CH2:4]([C:6]1[CH:11]=[CH:10][C:9]([NH:12][C:13]2[O:17][C:16]([C:18]([NH:20][C:21]3[CH:22]=[CH:23][C:24]([C@H:27]4[CH2:32][CH2:31][C@H:30]([CH2:33][C:34]([OH:36])=[O:35])[CH2:29][CH2:28]4)=[CH:25][CH:26]=3)=[O:19])=[N:15][N:14]=2)=[CH:8][CH:7]=1)[CH3:5] |f:0.1.2|. Procedure: A solution of lithium hydroxide monohydrate (110 mg, 2.64 mmol.) in water (1.4 mL) was added to a suspension of methyl (trans-4-{4-[({5-[(4-ethylphenyl)amino]-1,3,4-oxadiazol-2-yl}carbonyl)amino]phenyl}cyclohexyl)acetate (152 mg, 0.33 mmol) in THF (1.6 mL) and MeOH (2.6 mL). After 24 h, 1M aqueous HCl (5 mL) was added followed by water (10 mL). The solid was filtered off and washed with water (2×5 mL), Et2O (2×5 mL) then hexane (2×5 mL) to give the title compound as a solid (105 mg, 71%); 1H NMR...